From a dataset of the Open Reaction Database (ORD), a public repository of structured organic reaction records. describe an organic reaction: reactants, conditions, products, and yield As a reaction SMILES: [CH3:43][C:44](=[O:45])[O:46][C:47](=[O:48])[CH3:49].[OH:1][CH:2]([CH2:3][CH:4]([CH:5]([CH3:6])[CH3:7])[N:8]([C:9]([CH:10]([CH:11]([CH2:12][CH3:13])[CH3:14])[NH:15][C:16](=[O:17])[CH:18]1[N:19]([CH3:24])[CH2:20][CH2:21][CH2:22][CH2:23]1)=[O:25])[CH2:26][O:27][C:28]([CH2:29][CH:30]([CH3:31])[CH3:32])=[O:33])[c:34]1[s:35][cH:36][c:37]([C:39]([NH:40][CH3:41])=[O:42])[n:38]1.[cH:50]1[cH:51][cH:52][n:53][cH:54][cH:55]1>>[O:1]([CH:2]([CH2:3][CH:4]([CH:5]([CH3:6])[CH3:7])[N:8]([C:9]([CH:10]([CH:11]([CH2:12][CH3:13])[CH3:14])[NH:15][C:16](=[O:17])[CH:18]1[N:19]([CH3:24])[CH2:20][CH2:21][CH2:22][CH2:23]1)=[O:25])[CH2:26][O:27][C:28]([CH2:29][CH:30]([CH3:31])[CH3:32])=[O:33])[c:34]1[s:35][cH:36][c:37]([C:39]([NH:40][CH3:41])=[O:42])[n:38]1)[C:44]([CH3:43])=[O:45]. The reactants are CC(=O)OC(C)=O, CCC(C)C(NC(=O)C1CCCCN1C)C(=O)N(COC(=O)CC(C)C)C(CC(O)c1nc(C(=O)NC)cs1)C(C)C, c1ccncc1. The product is CCC(C)C(NC(=O)C1CCCCN1C)C(=O)N(COC(=O)CC(C)C)C(CC(OC(C)=O)c1nc(C(=O)NC)cs1)C(C)C. Run in CCO (EtOH). Reaction conditions: time 18 hour. Reported procedure: A solution of methyl 4-[2-(3-benzyloxy-2-pyridyl)ethyl]benzoate (0.1 g, 0.3 mmol) in EtOH (1 ml) was treated with aqueous NaOH solution (0.6 ml 1N). The reaction was stirred at ambient temperature for 18 hours and then treated with HCl soltuion (0.6 ml, 1N). The resulting precipitate was filtered and recrystallised from isopropanol to give the title product. Reaction SMILES: [CH2:1]([O:8][C:9]1[C:10]([CH2:15][CH2:16][C:17]2[CH:26]=[CH:25][C:20]([C:21]([O:23]C)=[O:22])=[CH:19][CH:18]=2)=[N:11][CH:12]=[CH:13][CH:14]=1)[C:2]1[CH:7]=[CH:6][CH:5]=[CH:4][CH:3]=1.[OH-].[Na+].Cl>CCO>[CH2:1]([O:8][C:9]1[C:10]([CH2:15][CH2:16][C:17]2[CH:18]=[CH:19][C:20]([C:21]([OH:23])=[O:22])=[CH:25][CH:26]=2)=[N:11][CH:12]=[CH:13][CH:14]=1)[C:2]1[CH:3]=[CH:4][CH:5]=[CH:6][CH:7]=1 |f:1.2|. Yields the product C(C1=CC=CC=C1)OC=1C(=NC=CC1)CCC1=CC=C(C(=O)O)C=C1 (4-[2-(3-Benzyloxy-2-pyridyl)ethyl]benzoic acid). Reactants: C(C1=CC=CC=C1)OC=1C(=NC=CC1)CCC1=CC=C(C(=O)OC)C=C1 (methyl 4-[2-(3-benzyloxy-2-pyridyl)ethyl]benzoate), [OH-].[Na+] (NaOH), Cl (HCl). Starting materials: FC1=C(C(=C(C(=C1C=O)F)F)F)F (pentafluorobenzaldehyde), N1C=CC=C1 (pyrrole), Compound C, FC1=C(C(=C(C(=C1N1C2=C(C(=C1C=C1C=CC(C=C3C=CC(=CC=4C=CC(=C2)N4)N3)=N1)C1=C(C(=C(C(=C1F)F)F)F)F)C1=C(C(=C(C(=C1F)F)F)F)F)F)F)F)F (tri(pentafluorophenyl)porphyrin). The product is C12=CC=C(N1)C=C1C=CC(=N1)C=C1C=CC(N1)=CC=1C=CC(N1)=C2 (porphyrin), [mesotri(pentafluorophenyl)porphin]-benzene. As a reaction SMILES: FC1C([N:8]2[C:12]3[CH:13]=[C:14]4[N:31]=[C:17]([CH:18]=[C:19]5[NH:30][C:22](=[CH:23][C:24]6[CH:25]=[CH:26][C:27]([N:29]=6)=[CH:28][C:9]2=[C:10](C2C(F)=C(F)C(F)=C(F)C=2F)[C:11]=3C2C(F)=C(F)C(F)=C(F)C=2F)[CH:21]=[CH:20]5)[CH:16]=[CH:15]4)=C(F)C(F)=C(F)C=1F.FC1C(C=O)=C(F)C(F)=C(F)C=1F.N1C=CC=C1>>[C:12]12[CH:13]=[C:14]3[N:31]=[C:17]([CH:16]=[CH:15]3)[CH:18]=[C:19]3[NH:30][C:22]([CH:21]=[CH:20]3)=[CH:23][C:24]3=[N:29][C:27]([CH:26]=[CH:25]3)=[CH:28][C:9]([NH:8]1)=[CH:10][CH:11]=2. Procedure details: Compound C is subjected to a second Lindsey-type tri(pentafluorophenyl)porphyrin-ring construction with pentafluorobenzaldehyde and pyrrole, to give the Gable porphyrin, orthodi [mesotri(pentafluorophenyl)porphin]-benzene. In this step, Compound C is reacted again with pyrrole and pentafluorobenzaldehyde in a 1,4,3 molar ratio with BF3 0Et2 catalyst to give the desired ##STR5## Reactants: C(C)(=O)NC1CCN(CC1)C1=CC=NC=C1 (4-acetylamino-1-(4-pyridyl)piperidine), Cl (hydrochloric acid). The product is O.Cl.Cl.Cl.NC1CCN(CC1)C1=CC=NC=C1 (4-amino-1-(4-pyridyl)piperidine trihydrochloride hydrate). Reaction SMILES: C([NH:4][CH:5]1[CH2:10][CH2:9][N:8]([C:11]2[CH:16]=[CH:15][N:14]=[CH:13][CH:12]=2)[CH2:7][CH2:6]1)(=[O:3])C.[ClH:17]>>[OH2:3].[ClH:17].[ClH:17].[ClH:17].[NH2:4][CH:5]1[CH2:6][CH2:7][N:8]([C:11]2[CH:12]=[CH:13][N:14]=[CH:15][CH:16]=2)[CH2:9][CH2:10]1 |f:2.3.4.5.6|. Procedure: The product from step (iii) (0.52 g) in 1 molar hydrochloric acid (11.9 ml) was heated at 95° C. for 5 hours. The solvent was evaporated and the residue, on drying over potassium hydroxide in vacuo gave 4-amino-1-(4-pyridyl)piperidine trihydrochloride hydrate, 0.70 g as a light brown solid: m.p. >300° C.; NMR (d6DMSO) δ 8.28(4H,m), 7.22(2H,d), 4.27(2H,bd), 3.5 to 3.15(3H +H2O), 2.09(2H,m), 1.59(2H,dq); m/e 178(M+H)+ ; calculated for C10 H15N3. 3HCl. 0.75 H2O: C, 40.0; H, 6.5; N, 14.0. found: C, ... Starting materials: COC1=C(C=CC(=C1)CNCCCNCCCCNCCCNCC2=CC(=C(C=C2)O)OC)O.C(=O)CCC1CCCC2N1C1=CC(=CC(=C1CC2)O)OC(C)CCCC2=CC=CC=C2 (dl-6 (2-formylethyl)-7-hydroxy-9-(5-phenyl-2-pentyloxy)-2,3,4,4a,5,6-hexahydro-1H-pyrido[1,2-a]quinoline), C(C)[Mg]I (ethyl magnesium iodide), [Cl-].[NH4+] (Ammonium chloride). Solvent: C(C)OCC (ethyl ether). Product: OC1=C2C(CC3N(C2=CC(=C1)OC(C)CCCC1=CC=CC=C1)CCCC3)CCC(CC)O (7-Hydroxy-6-(3-hydroxypentyl)-9-(5-phenyl-2-pentyloxy)-2,3,4,4a,5,6-hexahydro-1H-pyrido[1,2-a]quinoline). RXN SMILES: C[O:2][C:3]1C=C(CNCCCNCCCCNCCCNCC2C=CC(O)=C(OC)C=2)C=[CH:5][C:4]=1O.C(CC[CH:39]1N2[C:45]3[C:50]([CH2:51][CH2:52][CH:43]2[CH2:42][CH2:41][CH2:40]1)=[C:49]([OH:53])[CH:48]=[C:47]([O:54][CH:55]([CH2:57][CH2:58][CH2:59][C:60]1[CH:65]=[CH:64][CH:63]=[CH:62][CH:61]=1)[CH3:56])[CH:46]=3)=O.[CH2:66]([Mg]I)[CH3:67].[Cl-].[NH4+:71]>C(OCC)C>[OH:53][C:49]1[CH:48]=[C:47]([O:54][CH:55]([CH2:57][CH2:58][CH2:59][C:60]2[CH:61]=[CH:62][CH:63]=[CH:64][CH:65]=2)[CH3:56])[CH:46]=[C:45]2[C:50]=1[CH:51]([CH2:5][CH2:4][CH:3]([OH:2])[CH2:66][CH3:67])[CH2:52][CH:43]1[CH2:42][CH2:41][CH2:40][CH2:39][N:71]12 |f:0.1,3.4|. Reported procedure: A solution of 598 mg. (1.42 mmole) dl-6-(2-formylethyl)-7-hydroxy-9-(5-phenyl-2-pentyloxy)-2,3,4,4a,5,6-hexahydro-1H-pyrido[1,2-a]quinoline in 10 ml. ethyl ether is cooled in ice for 15 minutes. From a syringe, 1.58 ml. of 2.9M ethyl magnesium iodide is added slowly with stirring. The reaction mixture was allowed to warm to room temperature and stirred for three hours. Ammonium chloride crystals (ca. 100 mg.) was added to consume the unreacted Grignard reagent and the mixture stirred for 20 minu... Starting materials: ClC=1C(=CC(=C(N)C1)[N+](=O)[O-])C1=C(C=C(C=C1)C(F)(F)F)Cl (5-chloro-4-[2-chloro-4-(trifluoromethyl)phenyl]-2-nitroaniline), Cl (hydrochloric acid). The reagents and catalysts are [Zn] (Zn). Run in C(C)O (ethanol). Run at time 2 hour. Product: ClC=1C=C(C(=CC1C1=C(C=C(C=C1)C(F)(F)F)Cl)N)N (4-chloro-5-[2-chloro-4-(trifluoromethyl)phenyl]benzene-1,2-diamine). Yield: 36.5%. As a reaction SMILES: [Cl:1][C:2]1[C:3]([C:12]2[CH:17]=[CH:16][C:15]([C:18]([F:21])([F:20])[F:19])=[CH:14][C:13]=2[Cl:22])=[CH:4][C:5]([N+:9]([O-])=O)=[C:6]([CH:8]=1)[NH2:7].Cl>C(O)C.[Zn]>[Cl:1][C:2]1[CH:8]=[C:6]([NH2:7])[C:5]([NH2:9])=[CH:4][C:3]=1[C:12]1[CH:17]=[CH:16][C:15]([C:18]([F:21])([F:19])[F:20])=[CH:14][C:13]=1[Cl:22]. Procedure: To a solution of [2-chloro-4-(trifluoromethyl)phenyl]boronic acid (4.5 g, 20.06 mmol) in water (30 mL) and dioxane (200 mL) was added K3PO4 (5.7 g, 26.85 mmol), 5-chloro-4-iodo-2-nitroaniline (4 g, 13.40 mmol) and Pd(PPh3)4 (800 mg, 0.69 mmol) maintained with an inert atmosphere of nitrogen and stirred overnight at 95° C. The resulting mixture was concentrated under vacuum to give a residue, which was purified by a silica gel column with 10% ethyl acetate in petroleum ether to produce 5-chloro-4... Reactants: [O-2].[Ca+2] (calcium oxide), 15, ClC1=C2N(C(=NC2=NC=N1)CC1CCN(CC1)CC1=CC=CC=C1)CC1=CC=C(C=C1)F (6-chloro-7-[(4-fluorophenyl)methyl]-8-[[1-(phenylmethyl)-4-piperidinyl]-methyl]-7H-purine), [H][H] (hydrogen). The reagents and catalysts are [Pd] (palladium-on-charcoal). The solvent is CO (methanol). Product: FC1=CC=C(C=C1)CN1C(=NC2=NC=NC=C12)CC1CCNCC1 (7-[(4-fluorophenyl)methyl]-8-(4-piperidinylmethyl)-7H-purine), compound 55. Isolated yield 54.0%. As a reaction SMILES: Cl[C:2]1[N:10]=[CH:9][N:8]=[C:7]2[C:3]=1[N:4]([CH2:25][C:26]1[CH:31]=[CH:30][C:29]([F:32])=[CH:28][CH:27]=1)[C:5]([CH2:11][CH:12]1[CH2:17][CH2:16][N:15](CC3C=CC=CC=3)[CH2:14][CH2:13]1)=[N:6]2.[O-2].[Ca+2].[H][H]>[Pd].CO>[F:32][C:29]1[CH:30]=[CH:31][C:26]([CH2:25][N:4]2[C:3]3[C:7](=[N:8][CH:9]=[N:10][CH:2]=3)[N:6]=[C:5]2[CH2:11][CH:12]2[CH2:13][CH2:14][NH:15][CH2:16][CH2:17]2)=[CH:27][CH:28]=1 |f:1.2|. Reported procedure: A mixture of 15 parts of 6-chloro-7-[(4-fluorophenyl)methyl]-8-[[1-(phenylmethyl)-4-piperidinyl]-methyl]-7H-purine. 5 parts of calcium oxide and 200 parts of methanol was hydrogenated at normal pressure and at room temperature with 2 parts of palladium-on-charcoal catalyst 10%. After the calculated amount of hydrogen was taken up, the catalyst was filtered off and the filtrate was evaporated. The residue was taken up in water. The product was extracted with dichloromethane. The extract was dried... The reactants are CC(C)([O-])C.[K+] (Potassium tert-butoxide), NC1=C(C(=CC(=C1C1=CC(=CC=C1)F)C(C)=O)Cl)C (1-(6-amino-4-chloro-3′-fluoro-5-methylbiphenyl-2-yl)ethanone), ClCCCC(=O)Cl (4-chlorobutanoyl chloride). The reagents and catalysts are CN(C1=CC=NC=C1)C (4-dimethylaminopyridine). The solvent is O1CCCC1 (tetrahydrofuran), O1CCCC1 (tetrahydrofuran). Reaction conditions: time 1 hour. Product: C(C)(=O)C1=CC(=C(C(=C1C1=CC(=CC=C1)F)N1C(CCC1)=O)C)Cl (1-(6-Acetyl-4-chloro-3′-fluoro-3-methylbiphenyl-2-yl)pyrrolidin-2-one). The yield is 28.9%. RXN SMILES: [NH2:1][C:2]1[C:7]([C:8]2[CH:13]=[CH:12][CH:11]=[C:10]([F:14])[CH:9]=2)=[C:6]([C:15](=[O:17])[CH3:16])[CH:5]=[C:4]([Cl:18])[C:3]=1[CH3:19].Cl[CH2:21][CH2:22][CH2:23][C:24](Cl)=[O:25].CC(C)([O-])C.[K+]>CN(C)C1C=CN=CC=1.O1CCCC1>[C:15]([C:6]1[C:7]([C:8]2[CH:13]=[CH:12][CH:11]=[C:10]([F:14])[CH:9]=2)=[C:2]([N:1]2[CH2:21][CH2:22][CH2:23][C:24]2=[O:25])[C:3]([CH3:19])=[C:4]([Cl:18])[CH:5]=1)(=[O:17])[CH3:16] |f:2.3|. Reported procedure: To a mixture of 1-(6-amino-4-chloro-3′-fluoro-5-methylbiphenyl-2-yl)ethanone (100 mg, 0.4 mmol) and 4-dimethylaminopyridine (52.8 mg, 0.432 mmol) in tetrahydrofuran (1 mL) was added 4-chlorobutanoyl chloride (0.044 mL, 0.40 mmol). The reaction was stirred at room temperature for 1 hour. Potassium tert-butoxide (1.0 M) in tetrahydrofuran (0.79 mL, 0.79 mmol) was added and the resulting mixture was stirred at room temperature for 2 hours, then quenched with aq. ammonium chloride and extracted with... Starting materials: C(C#CC)OC1=NC=NC(=C1F)Cl (4-(2-butynyloxy)-6-chloro-5-fluoropyrimidine), N1CCCCC1 (piperidine). Solvent: C(C)O (ethanol). Run at time 7 hour. The product is C(C#CC)OC1=NC=NC(=C1F)N1CCCCC1 (4-(2-butynyloxy)-5-fluoro-6-piperidinopyrimidine). Yield: 99.2%. As a reaction SMILES: [CH2:1]([O:5][C:6]1[C:11]([F:12])=[C:10](Cl)[N:9]=[CH:8][N:7]=1)[C:2]#[C:3][CH3:4].[NH:14]1[CH2:19][CH2:18][CH2:17][CH2:16][CH2:15]1>C(O)C>[CH2:1]([O:5][C:6]1[C:11]([F:12])=[C:10]([N:14]2[CH2:19][CH2:18][CH2:17][CH2:16][CH2:15]2)[N:9]=[CH:8][N:7]=1)[C:2]#[C:3][CH3:4]. Reported procedure: Into 3 ml of ethanol was resolved 0.3 g of 4-(2-butynyloxy)-6-chloro-5-fluoropyrimidine, 0.38 g of piperidine was added therein, and the mixture was stirred for 7 hours under reflux condition. The reaction mixture was cooled to near room temperature and concentrated. The residue was subjected to silica gel column chromatography to obtain 0.37 g of 4-(2-butynyloxy)-5-fluoro-6-piperidinopyrimidine (hereinafter, referred to as Compound (2)).